Task: describe an organic reaction: reactants, conditions, products, and yield. Dataset: the Open Reaction Database (ORD), a public repository of structured organic reaction records Starting materials: O=C(Cl)c1ccccc1, CN(C(=O)c1ccc(Cl)cc1)C1CCN(C(=O)C2CC(=O)CN2)CC1c1ccc(Cl)c(Cl)c1, Cl. The product is CN(C(=O)c1ccc(Cl)cc1)C1CCN(C(=O)C2CC(=O)CN2C(=O)c2ccccc2)CC1c1ccc(Cl)c(Cl)c1. Reaction SMILES: [C:35]([c:36]1[cH:37][cH:38][cH:39][cH:40][cH:41]1)(=[O:42])[Cl:43].[Cl:2][c:3]1[cH:4][cH:5][c:6]([C:7](=[O:8])[N:9]([CH3:10])[CH:11]2[CH:12]([c:25]3[cH:26][c:27]([Cl:32])[c:28]([Cl:31])[cH:29][cH:30]3)[CH2:13][N:14]([C:17]([CH:18]3[NH:19][CH2:20][C:21](=[O:23])[CH2:22]3)=[O:24])[CH2:15][CH2:16]2)[cH:33][cH:34]1.[ClH:1]>>[Cl:2][c:3]1[cH:4][cH:5][c:6]([C:7](=[O:8])[N:9]([CH3:10])[CH:11]2[CH:12]([c:25]3[cH:26][c:27]([Cl:32])[c:28]([Cl:31])[cH:29][cH:30]3)[CH2:13][N:14]([C:17]([CH:18]3[N:19]([C:35]([c:36]4[cH:37][cH:38][cH:39][cH:40][cH:41]4)=[O:42])[CH2:20][C:21](=[O:23])[CH2:22]3)=[O:24])[CH2:15][CH2:16]2)[cH:33][cH:34]1. Starting materials: BrC1=C2C=NN(C2=CC(=C1)C)C1=C(C=CC=C1)F (4-Bromo-1-(2-fluorophenyl)-6-methyl-1H-indazole), C1(=CC=CC=C1)NN=CC1=C(C=C(C=C1Br)C)Br (2,6-dibromo-4-methylbenzaldehyde phenylhydrazone), C1(=CC=CC=C1)NN=CC1=C(C=C(C=C1Br)C)Br (2,6-dibromo-4-methylbenzaldehyde phenylhydrazone). Yields the product BrC1=C2C=NN(C2=CC(=C1)C)C1=CC=CC=C1 (4-Bromo-6-methyl-1-phenyl-1H-indazole). RXN SMILES: [Br:1][C:2]1[CH:10]=[C:9]([CH3:11])[CH:8]=[C:7]2[C:3]=1[CH:4]=[N:5][N:6]2[C:12]1[CH:17]=[CH:16][CH:15]=[CH:14][C:13]=1F.C1(NN=CC2C(Br)=CC(C)=CC=2Br)C=CC=CC=1>>[Br:1][C:2]1[CH:10]=[C:9]([CH3:11])[CH:8]=[C:7]2[C:3]=1[CH:4]=[N:5][N:6]2[C:12]1[CH:13]=[CH:14][CH:15]=[CH:16][CH:17]=1. Procedure details: Similarly prepared to Intermediate 26 from 2,6-dibromo-4-methylbenzaldehyde phenylhydrazone (Intermediate 32). Starting materials: COC(=O)c1ccc2c(c1)Sc1ccccc1CC2, CCO, [Na+], [OH-]. Product: O=C(O)c1ccc2c(c1)Sc1ccccc1CC2. Reaction SMILES: [CH3:1][O:2][C:3](=[O:4])[c:5]1[cH:6][cH:7][c:8]2[c:9]([cH:19]1)[S:10][c:11]1[c:12]([cH:15][cH:16][cH:17][cH:18]1)[CH2:13][CH2:14]2.[CH3:22][CH2:23][OH:24].[Na+:21].[OH-:20]>>[O:2]=[C:3]([OH:4])[c:5]1[cH:6][cH:7][c:8]2[c:9]([cH:19]1)[S:10][c:11]1[c:12]([cH:15][cH:16][cH:17][cH:18]1)[CH2:13][CH2:14]2. Reactants: [Cl-].[Na+] (sodium chloride), C([C@@H](O)[C@H](O)C(=O)O)(=O)O.C(C)(C)(C)OC(=O)N1[C@@H](CNCC1)C(=O)OCC ((2S)-2-ethoxycarbonylpiperazine-1-carboxylic acid 1-tert-butyl ester D-tartarate), C([O-])(O)=O.[Na+] (sodium bicarbonate), ClC(=O)OCC1=CC=CC=C1 (Benzyl chloroformate). Run in C(C)(=O)OCC (Ethyl acetate), O1CCCC1 (tetrahydrofuran), O (water). Conditions: time 15 minute. Product: C(C)(C)(C)OC(=O)N1[C@@H](CN(CC1)C(=O)OCC1=CC=CC=C1)C(=O)OCC ((2S)-2-ethoxycarbonylpiperazine-1,4-dicarboxylic acid 4-benzyl ester 1-tert-butyl ester). As a reaction SMILES: C(O)(=O)[C@H]([C@@H](C(O)=O)O)O.[C:11]([O:15][C:16]([N:18]1[CH2:23][CH2:22][NH:21][CH2:20][C@H:19]1[C:24]([O:26][CH2:27][CH3:28])=[O:25])=[O:17])([CH3:14])([CH3:13])[CH3:12].C(=O)(O)[O-].[Na+].Cl[C:35]([O:37][CH2:38][C:39]1[CH:44]=[CH:43][CH:42]=[CH:41][CH:40]=1)=[O:36].[Cl-].[Na+]>O1CCCC1.O.C(OCC)(=O)C>[C:11]([O:15][C:16]([N:18]1[CH2:23][CH2:22][N:21]([C:35]([O:37][CH2:38][C:39]2[CH:44]=[CH:43][CH:42]=[CH:41][CH:40]=2)=[O:36])[CH2:20][C@H:19]1[C:24]([O:26][CH2:27][CH3:28])=[O:25])=[O:17])([CH3:14])([CH3:13])[CH3:12] |f:0.1,2.3,5.6|. Procedure details: To a solution of (2S)-2-ethoxycarbonylpiperazine-1-carboxylic acid 1-tert-butyl ester D-tartarate (9.56 g) in tetrahydrofuran (90 ml) and water (90 ml) was added sodium bicarbonate (7.87 g) under ice-cooling. Benzyl chloroformate (4.01 ml) was added dropwise to the solution over 2 minutes at the same temperature, and stirred at room temperature for 15 minutes. Ethyl acetate (60 ml) and sodium chloride (5 g) was added to the mixture. The organic layer was washed with brine, dried over magnesium s... Conditions: temperature 0 celsius, time 3 hour. The solvent is C1(=CC=CC=C1)C (toluene). Reaction SMILES: [CH2:1]([O:8][CH2:9][CH:10]([CH2:19][OH:20])[O:11][CH2:12][C:13]1[CH:18]=[CH:17][CH:16]=[CH:15][CH:14]=1)[C:2]1[CH:7]=[CH:6][CH:5]=[CH:4][CH:3]=1.[OH-].[Na+].[C:23]([O:27][C:28](=[O:31])[CH2:29]Br)([CH3:26])([CH3:25])[CH3:24]>S([O-])(O)(=O)=O.C([N+](CCCC)(CCCC)CCCC)CCC.C1(C)C=CC=CC=1>[C:23]([O:27][C:28](=[O:31])[CH2:29][O:20][CH2:19][CH:10]([O:11][CH2:12][C:13]1[CH:18]=[CH:17][CH:16]=[CH:15][CH:14]=1)[CH2:9][O:8][CH2:1][C:2]1[CH:3]=[CH:4][CH:5]=[CH:6][CH:7]=1)([CH3:26])([CH3:25])[CH3:24] |f:1.2,4.5|. Reagents/catalysts: S(=O)(=O)(O)[O-].C(CCC)[N+](CCCC)(CCCC)CCCC (tetrabutylammonium hydrogen sulfate). Reported procedure: 100 g (376.2 mmol) of 1,2-di-O-benzyl-glycerol [produced according to Chem. Phys. Lipids (1987), 43(2), 113-277] and 5 g of tetrabutylammonium hydrogen sulfate are dissolved in a mixture that consists of 400 ml of toluene and 200 ml of 50% aqueous sodium hydroxide solution. At 0° C., 78 g (400 mmol) of 2-bromoacetic acid-t butyl ester is added in drops over 30 minutes, and then it is stirred for 3 hours at 0° C. The organic phase is separated, dried on magnesium sulfate and evaporated to the dry... Product: C(C)(C)(C)OC(COCC(COCC1=CC=CC=C1)OCC1=CC=CC=C1)=O (5,6-Bis(benzyloxy)-3oxa-hexanoic acid-t butylester). The reactants are [OH-].[Na+] (sodium hydroxide), C(C1=CC=CC=C1)OCC(OCC1=CC=CC=C1)CO (1,2-di-O-benzyl-glycerol), C(C)(C)(C)OC(CBr)=O (2-bromoacetic acid-t butyl ester). Reactants: CO, ClCc1ccccc1, [Cu+2], NC(Cc1ccc(O)cc1)C(=O)O, [Na+], [OH-], O=S(=O)([O-])[O-]. Yields the product NC(Cc1ccc(OCc2ccccc2)cc1)C(=O)O. Reaction SMILES: [CH3:14][OH:15].[Cl:16][CH2:17][c:18]1[cH:19][cH:20][cH:21][cH:22][cH:23]1.[Cu+2:31].[NH2:1][CH:2]([CH2:3][c:4]1[cH:5][cH:6][c:7]([OH:8])[cH:9][cH:10]1)[C:11]([OH:12])=[O:13].[Na+:25].[OH-:24].[S:26]([O-:27])([O-:28])(=[O:29])=[O:30]>>[NH2:1][CH:2]([CH2:3][c:4]1[cH:5][cH:6][c:7]([O:8][CH2:17][c:18]2[cH:19][cH:20][cH:21][cH:22][cH:23]2)[cH:9][cH:10]1)[C:11]([OH:12])=[O:13]. Starting materials: ethyl acetate-petroleum ether, CN1C=NC(=C1)C (1,4-dimethylimidazole), C(CCC)[Li] (n-butyl lithium), OCC1=NC=C2N1CCCC2 (3-hydroxymethyl-5,6,7,8-tetrahydroimidazo[1,5-a]pyridine), C=O (formaldehyde). The product is CN1C(=NC(=C1)C)CO (1,4-dimethyl-2-hydroxymethylimidazole). As a reaction SMILES: [CH3:1][N:2]1[CH:6]=[C:5]([CH3:7])[N:4]=[CH:3]1.C([Li])CCC.C=O.[OH:15][CH2:16]C1N2CCCCC2=CN=1>>[CH3:1][N:2]1[CH:6]=[C:5]([CH3:7])[N:4]=[C:3]1[CH2:16][OH:15]. Procedure: The reaction of 1,4-dimethylimidazole (5.65 g.) with n-butyl lithium followed by treatment with formaldehyde according to the method described for the preparation of 3-hydroxymethyl-5,6,7,8-tetrahydroimidazo[1,5-a]pyridine (used for Example 224) gave 1,4-dimethyl-2-hydroxymethylimidazole (2.71 g.), m.p. 125°-126° (ethyl acetate-petroleum ether). Reactants: C(C)OC(=O)C1(CCCCC1)C#N (1-Cyano-cyclohexanecarboxylic acid ethyl ester), N (ammonia). Reaction conditions: temperature -78 celsius, time 20 hour. The product is C(#N)C1(CCCCC1)C(=O)N (1-Cyano-cyclohexanecarboxylic Acid Amide). Yield: 26.0%. As a reaction SMILES: C([O:3][C:4]([C:6]1([C:12]#[N:13])[CH2:11][CH2:10][CH2:9][CH2:8][CH2:7]1)=O)C.[NH3:14]>>[C:12]([C:6]1([C:4]([NH2:14])=[O:3])[CH2:11][CH2:10][CH2:9][CH2:8][CH2:7]1)#[N:13]. Reported procedure: 1-Cyano-cyclohexanecarboxylic acid ethyl ester (11.4 g, 63.0 mmol) was placed into a glass pressure vessel and cooled to −78° C. It was charged with ammonia via needle until the total volume had doubled. The vessel was sealed and allowed to stir at room temperature for 20 hours. The solvent was evaporated and the resulting slurry triturated with ethyl acetate. The solids were collected by filtration and then filtered through a silica funnel (50 g silica), washing with ethyl acetate. The filtrate... Starting materials: [C-]#N, CCCCc1nc(-c2ccc(C(F)(F)F)cc2)sc1CCl, CCCC[N+](CCCC)(CCCC)CCCC, CCOC(C)=O, CC#N, [Na+], O=C([O-])O. Yields the product CCCCc1nc(-c2ccc(C(F)(F)F)cc2)sc1CC#N. Reaction SMILES: [C-:36]#[N:37].[CH2:1]([CH2:2][CH2:3][CH3:4])[c:5]1[n:6][c:7](-[c:12]2[cH:13][cH:14][c:15]([C:18]([F:19])([F:20])[F:21])[cH:16][cH:17]2)[s:8][c:9]1[CH2:10][Cl:11].[CH2:38]([N+:39]([CH2:40][CH2:41][CH2:42][CH3:43])([CH2:44][CH2:45][CH2:46][CH3:47])[CH2:48][CH2:49][CH2:50][CH3:51])[CH2:52][CH2:53][CH3:54].[CH3:27][CH2:28][O:29][C:30](=[O:31])[CH3:32].[CH3:33][C:34]#[N:35].[Na+:26].[O-:22][C:23]([OH:24])=[O:25]>>[CH2:1]([CH2:2][CH2:3][CH3:4])[c:5]1[n:6][c:7](-[c:12]2[cH:13][cH:14][c:15]([C:18]([F:19])([F:20])[F:21])[cH:16][cH:17]2)[s:8][c:9]1[CH2:10][C:34]#[N:35]. Starting materials: 77.0, C(CC)C1=CC2=C(C=C1C=O)OCO2 (6-n-propyl-3,4-methylenedioxybenzaldehyde), [OH-].[Na+] (sodium hydroxide), Cl.NO (hydroxylamine hydrochloride). The solvent is C(C)O (ethanol), O (water), C(C)O (ethanol), O (water). Reaction conditions: time 4 hour. Yields the product C(CC)C1=CC2=C(C=C1C=NO)OCO2 (6-n-Propyl-3,4-methylenedioxy-benzaldoxime). As a reaction SMILES: [OH-:1].[Na+].Cl.[NH2:4]O.[CH2:6]([C:9]1[C:14]([CH:15]=O)=[CH:13][C:12]2[O:17][CH2:18][O:19][C:11]=2[CH:10]=1)[CH2:7][CH3:8]>O.C(O)C>[CH2:6]([C:9]1[C:14]([CH:15]=[N:4][OH:1])=[CH:13][C:12]2[O:17][CH2:18][O:19][C:11]=2[CH:10]=1)[CH2:7][CH3:8] |f:0.1,2.3|. Reported procedure: 21.3 g (0.533 mol) of sodium hydroxide in 27 ml of water were added to a suspension of 37.1 g (0.533 mol) of hydroxylamine hydrochloride in 500 ml of ethanol and a solution of 77.0 (0.4 mol) of 6-n-propyl-3,4-methylenedioxybenzaldehyde in 150 ml of ethanol was then added. After stirring for four hours under reflux, the reaction mixture was cooled, the solvent was stripped off and the residue was treated with water. The mixture was filtered and the residue was triturated with a mixture of petrole...